This data is from the Open Reaction Database (ORD), a public repository of structured organic reaction records. The task is: describe an organic reaction: reactants, conditions, products, and yield The reactants are BrCC=1C=C(C2=C(C(=C(O2)Br)C2=CC=CC=C2)C1)Br (5-bromomethyl-2,7-dibromo-3-phenylbenzofuran), CN(C=O)C (N,N-dimethylformamide), [C-]#N.[Na+] (sodium cyanide). Solvent: O (water), O (water). Conditions: time 16 hour. Yields the product C(#N)CC=1C=C(C2=C(C(=C(O2)Br)C2=CC=CC=C2)C1)Br (5-cyanomethyl-2,7-dibromo-3-phenylbenzofuran). RXN SMILES: Br[CH2:2][C:3]1[CH:4]=[C:5]([Br:19])[C:6]2[O:10][C:9]([Br:11])=[C:8]([C:12]3[CH:17]=[CH:16][CH:15]=[CH:14][CH:13]=3)[C:7]=2[CH:18]=1.[CH3:20][N:21](C)C=O.[C-]#N.[Na+]>O>[C:20]([CH2:2][C:3]1[CH:4]=[C:5]([Br:19])[C:6]2[O:10][C:9]([Br:11])=[C:8]([C:12]3[CH:17]=[CH:16][CH:15]=[CH:14][CH:13]=3)[C:7]=2[CH:18]=1)#[N:21] |f:2.3|. Procedure: A solution of 17.8 g. (0.040 mole) of 5-bromomethyl-2,7-dibromo-3-phenylbenzofuran in 150 ml. of N,N-dimethylformamide, 2.0 g. (0.04 mole) of sodium cyanide and 15 ml. of water is heated on a steam bath for 1.5 hours. The mixture is poured into one liter of water and stirred for about 16 hours. The mixture is extracted with 500 ml. of ethyl acetate, the extracts washed with water, then dried. Evaporation followed by trituration with hexane-ethyl acetate gives 5-cyanomethyl-2,7-dibromo-3-phenylbe... Starting materials: CO, Cc1c(C(=O)C(C)C)oc2ccc(F)cc12, O. The product is Cc1c(C(O)C(C)C)oc2ccc(F)cc12. As a reaction SMILES: [CH3:18][OH:19].[F:1][c:2]1[cH:3][cH:4][c:5]2[c:6]([c:7]([CH3:15])[c:8]([C:10]([CH:11]([CH3:12])[CH3:13])=[O:14])[o:9]2)[cH:16]1.[OH2:17]>>[F:1][c:2]1[cH:3][cH:4][c:5]2[c:6]([c:7]([CH3:15])[c:8]([CH:10]([CH:11]([CH3:12])[CH3:13])[OH:14])[o:9]2)[cH:16]1. Starting materials: C(=O)(O)[O-].[Na+] (NaHCO3), C(C)OC(OCC)OCC (Triethylorthoformate), CC1=CC=C(C=C1)S(=O)(=O)O (tosic acid), BrC1=CC(=C(C=C1)C(C)=O)Cl (1-(4-Bromo-2-chloro-phenyl)-ethanone). Run in C(CO)O (ethylene glycol). Reaction conditions: time 24 hour. The product is BrC1=CC(=C(C=C1)C1(OCCO1)C)Cl (2-(4-Bromo-2-chloro-phenyl)-2-methyl-[1,3]dioxolane). RXN SMILES: [Br:1][C:2]1[CH:7]=[CH:6][C:5]([C:8](=[O:10])[CH3:9])=[C:4]([Cl:11])[CH:3]=1.[CH2:12]([O:14]C(OCC)OCC)[CH3:13].CC1C=CC(S(O)(=O)=O)=CC=1.C([O-])(O)=O.[Na+]>C(O)CO>[Br:1][C:2]1[CH:7]=[CH:6][C:5]([C:8]2([CH3:9])[O:14][CH2:12][CH2:13][O:10]2)=[C:4]([Cl:11])[CH:3]=1 |f:3.4|. Reported procedure: 1-(4-Bromo-2-chloro-phenyl)-ethanone (from step 2 below) (1.86 g, 5.66 mmol), below was dissolved in ethylene glycol (5 mL). Triethylorthoformate (0.71 g, 4.79 mmol), and tosic acid (0.02 g) were added and reaction was stirred under nitrogen for 24 hours at room temperature. The resulting reaction mixture was poured into NaHCO3 (10 mL) and extracted with EtOAC. The combined organics were washed with water (10 mL) and brine (10 mL) then dried over Na2SO4, filtered and concentrated. The crude resi... Reaction SMILES: [CH2:12]([CH3:13])[c:14]1[c:15]([N:22]=[C:23]=[O:24])[c:16]([CH2:20][CH3:21])[cH:17][cH:18][cH:19]1.[CH2:25]([O:26][C:27](=[O:28])[CH3:29])[CH3:30].[c:1]1([C:7]2([NH2:11])[CH2:8][CH2:9][CH2:10]2)[cH:2][cH:3][cH:4][cH:5][cH:6]1>>[c:1]1([C:7]2([NH:11][C:23]([NH:22][c:15]3[c:14]([CH2:12][CH3:13])[cH:19][cH:18][cH:17][c:16]3[CH2:20][CH3:21])=[O:24])[CH2:8][CH2:9][CH2:10]2)[cH:2][cH:3][cH:4][cH:5][cH:6]1. The reactants are CCc1cccc(CC)c1N=C=O, CCOC(C)=O, NC1(c2ccccc2)CCC1. Product: CCc1cccc(CC)c1NC(=O)NC1(c2ccccc2)CCC1. The reactants are OC=1C(C=C(OC1)CNS(=O)(=O)C1=C(C=CC=C1)C)=O (N-(5-Hydroxy-4-oxo-4H-pyran-2-ylmethyl)-2-methyl-benzenesulfonamide), OC=1C(C=C(OC1CO)CNS(=O)(=O)C1=CC=CC=C1)=O (N-(5-hydroxy-6-hydroxymethyl-4-oxo-4H-pyran-2-ylmethyl)-benzene sulfonamide). The product is OC=1C(C=C(OC1CO)CNS(=O)(=O)C1=C(C=CC=C1)C)=O (N-(5-Hydroxy-6-hydroxymethyl-4-oxo-4H-pyran-2-ylmethyl)-2-methyl-benzenesulfonamide). Yield: 62.8%. As a reaction SMILES: [OH:1][C:2]1[C:3](=[O:20])[CH:4]=[C:5]([CH2:8][NH:9][S:10]([C:13]2[CH:18]=[CH:17][CH:16]=[CH:15][C:14]=2[CH3:19])(=[O:12])=[O:11])[O:6][CH:7]=1.[OH:21][C:22]1C(=O)C=C(CNS(C2C=CC=CC=2)(=O)=O)OC=1CO>>[OH:1][C:2]1[C:3](=[O:20])[CH:4]=[C:5]([CH2:8][NH:9][S:10]([C:13]2[CH:18]=[CH:17][CH:16]=[CH:15][C:14]=2[CH3:19])(=[O:12])=[O:11])[O:6][C:7]=1[CH2:22][OH:21]. Reported procedure: N-(5-Hydroxy-6-hydroxymethyl-4-oxo-4H-pyran-2-ylmethyl)-2-methyl-benzenesulfonamide (9-02) (9.0 g, 62.78%) was synthesized as a white solid from N-(5-hydroxy-4-oxo-4H-pyran-2-ylmethyl)-2-methyl-benzenesulfonamide (8-02) (13.0 g, 44.06 mmol) following the procedure described for N-(5-hydroxy-6-hydroxymethyl-4-oxo-4H-pyran-2-ylmethyl)-benzenesulfonamide (9-01).